Dataset: the Open Reaction Database (ORD), a public repository of structured organic reaction records. Task: describe an organic reaction: reactants, conditions, products, and yield Starting materials: ClCCCl, CCOC(C)=O, COc1cc(C=CC(=O)O)ccc1-n1cnc(C)c1, CN(C)C=O, NC1CCOc2ccccc21, O, On1nnc2ccccc21. The product is COc1cc(C=CC(=O)NC2CCOc3ccccc32)ccc1-n1cnc(C)c1. Reaction SMILES: [CH2:53]([Cl:54])[CH2:55][Cl:56].[CH3:46][CH2:47][O:48][C:49](=[O:50])[CH3:51].[CH3:6][O:7][c:8]1[cH:9][c:10]([CH:20]=[CH:21][C:22](=[O:23])[OH:24])[cH:11][cH:12][c:13]1-[n:14]1[cH:15][n:16][c:17]([CH3:19])[cH:18]1.[O:1]=[CH:2][N:3]([CH3:4])[CH3:5].[O:25]1[CH2:26][CH2:27][CH:28]([NH2:35])[c:29]2[cH:30][cH:31][cH:32][cH:33][c:34]21.[OH2:52].[OH:36][n:37]1[c:38]2[c:39]([cH:40][cH:41][cH:42][cH:43]2)[n:44][n:45]1>>[CH3:6][O:7][c:8]1[cH:9][c:10]([CH:20]=[CH:21][C:22](=[O:24])[NH:35][CH:28]2[CH2:27][CH2:26][O:25][c:34]3[c:29]2[cH:30][cH:31][cH:32][cH:33]3)[cH:11][cH:12][c:13]1-[n:14]1[cH:15][n:16][c:17]([CH3:19])[cH:18]1.